Dataset: the Open Reaction Database (ORD), a public repository of structured organic reaction records. Task: describe an organic reaction: reactants, conditions, products, and yield Reactants: CO, [H][H], O=C1CCN(CCCN(Cc2ccccc2)Cc2ccccc2)C(=O)N1. Product: NCCCN1CCC(=O)NC1=O. Reaction SMILES: [CH3:29][OH:30].[H:27][H:28].[c:1]1([CH2:2][N:8]([CH2:3][c:4]2[cH:5][cH:6][cH:7][cH:20][cH:21]2)[CH2:9][CH2:10][CH2:11][N:12]2[C:13](=[O:19])[NH:14][C:15](=[O:18])[CH2:16][CH2:17]2)[cH:22][cH:23][cH:24][cH:25][cH:26]1>>[NH2:8][CH2:9][CH2:10][CH2:11][N:12]1[C:13](=[O:19])[NH:14][C:15](=[O:18])[CH2:16][CH2:17]1. Reactants: C1CCOC1, CO, Cl, CCCC(CCc1cccc2c1CCc1sc(NC(=O)c3cc(F)c(C=C(C)C(=O)OCC)c(F)c3)nc1-2)OC, [Na+], [OH-]. The product is CCCC(CCc1cccc2c1CCc1sc(NC(=O)c3cc(F)c(C=C(C)C(=O)O)c(F)c3)nc1-2)OC. RXN SMILES: [CH2:1]1[O:2][CH2:3][CH2:4][CH2:5]1.[CH3:49][OH:50].[ClH:48].[F:8][c:9]1[c:10]([CH:40]=[C:41]([C:42](=[O:43])[O:44][CH2:45][CH3:46])[CH3:47])[c:11]([F:39])[cH:12][c:13]([C:15]([NH:16][c:17]2[s:18][c:19]3[c:20]([n:21]2)-[c:22]2[cH:23][cH:24][cH:25][c:26]([CH2:30][CH2:31][CH:32]([CH2:33][CH2:34][CH3:35])[O:36][CH3:37])[c:27]2[CH2:28][CH2:29]3)=[O:38])[cH:14]1.[Na+:7].[OH-:6]>>[F:8][c:9]1[c:10]([CH:40]=[C:41]([C:42](=[O:43])[OH:44])[CH3:47])[c:11]([F:39])[cH:12][c:13]([C:15]([NH:16][c:17]2[s:18][c:19]3[c:20]([n:21]2)-[c:22]2[cH:23][cH:24][cH:25][c:26]([CH2:30][CH2:31][CH:32]([CH2:33][CH2:34][CH3:35])[O:36][CH3:37])[c:27]2[CH2:28][CH2:29]3)=[O:38])[cH:14]1.